Dataset: the Open Reaction Database (ORD), a public repository of structured organic reaction records. Task: describe an organic reaction: reactants, conditions, products, and yield RXN SMILES: [C:1]([CH:2]=[CH2:3])(=[O:4])[NH:5][CH:6]([C:7](=[O:8])[OH:9])[OH:10].[CH3:11][O:12][CH:13]([O:14][CH3:15])[O:16][CH3:17].[CH3:18][O:19][CH3:20].[CH3:29][OH:30].[OH:21][c:22]1[cH:23][cH:24][c:25]([OH:26])[cH:27][cH:28]1>>[C:1]([CH:2]=[CH2:3])(=[O:4])[NH:5][CH:6]([C:7](=[O:8])[OH:9])[OH:10].[CH3:11][O:12][CH3:13]. Product: C=CC(=O)NC(O)C(=O)O, COC. The reactants are C=CC(=O)NC(O)C(=O)O, COC(OC)OC, COC, CO, Oc1ccc(O)cc1. The reactants are ClC1=C(OC2=CC=C3C=NNC3=C2)C(=CC(=C1)C(F)(F)F)F (6-(2-Chloro-6-fluoro-4-trifluoromethylphenoxy)indazole), [H-].[Na+] (sodium hydride), BrC(C(=O)OCC)C (ethyl 2-bromopropionate), Cl (hydrochloric acid). The solvent is CN(C)C=O (DMF), O (water), O (water). Run at time 8.5 hour. Yields the product compound 1, ClC1=C(OC2=CC=C3C=NN(C3=C2)C(C(=O)OCC)C)C(=CC(=C1)C(F)(F)F)F (ethyl 2-[6-(2-chloro-6-fluoro-4-trifluoromehylphenoxy)indazol-1-yl]propionate), ClC1=C(OC=2C=CC3=CN(N=C3C2)C(C(=O)OCC)C)C(=CC(=C1)C(F)(F)F)F (ethyl 2-[6-(2-chloro-6-fluoro-4-trifluoromethylphenoxy)indazol-2-yl]propionate). Reaction SMILES: [Cl:1][C:2]1[CH:17]=[C:16]([C:18]([F:21])([F:20])[F:19])[CH:15]=[C:14]([F:22])[C:3]=1[O:4][C:5]1[CH:13]=[C:12]2[C:8]([CH:9]=[N:10][NH:11]2)=[CH:7][CH:6]=1.[H-].[Na+].Br[CH:26]([CH3:32])[C:27]([O:29][CH2:30][CH3:31])=[O:28].Cl>CN(C=O)C.O>[Cl:1][C:2]1[CH:17]=[C:16]([C:18]([F:19])([F:20])[F:21])[CH:15]=[C:14]([F:22])[C:3]=1[O:4][C:5]1[CH:13]=[C:12]2[C:8]([CH:9]=[N:10][N:11]2[CH:26]([CH3:32])[C:27]([O:29][CH2:30][CH3:31])=[O:28])=[CH:7][CH:6]=1.[Cl:1][C:2]1[CH:17]=[C:16]([C:18]([F:19])([F:20])[F:21])[CH:15]=[C:14]([F:22])[C:3]=1[O:4][C:5]1[CH:6]=[CH:7][C:8]2[C:12]([CH:13]=1)=[N:11][N:10]([CH:26]([CH3:32])[C:27]([O:29][CH2:30][CH3:31])=[O:28])[CH:9]=2 |f:1.2|. Reported procedure: 6-(2-Chloro-6-fluoro-4-trifluoromethylphenoxy)indazole (0.7 g) was dissolved in dry DMF (1.5 cm3) and cooled in a waterbath when 50% sodium hydride (0.1 g) was added portionwise with stirring. The mixture was stirred for 10 minutes and ethyl 2-bromopropionate (0.42 g) was added. The mixture was stirred with water cooling for 5 minutes and then at room temperature for 8.5 hours. The reaction was poured into water (15cm3) containing 2M hydrochloric acid (1 cm3) and the mixture extracted with ethyl...